Dataset: the Open Reaction Database (ORD), a public repository of structured organic reaction records. Task: describe an organic reaction: reactants, conditions, products, and yield Starting materials: starting material, N([C@@H](CC(OC(C)(C)C)=O)C(=O)O)C(=O)OC(C)(C)C (N-Boc-Asp(O-t-Bu)OH), CC(C)(C)OC(=O)OC(=O)OC(C)(C)C (Boc2O), C([O-])(O)=O.[NH4+] (ammonium bicarbonate), CN(C=O)C (dimethylformamide). Run in N1=CC=CC=C1 (pyridine), C1(=CC=CC=C1)C (toluene), O (water). Conditions: time 3 hour. Yields the product NC([C@H](CC(=O)OC(C)(C)C)NC(=O)OC(C)(C)C)=O (tert-butyl (3S)-4-amino-3-[(tert-butoxycarbonyl)amino]-4-oxobutanoate). Reaction SMILES: [NH:1]([C:14]([O:16][C:17]([CH3:20])([CH3:19])[CH3:18])=[O:15])[C@H:2]([C:11](O)=[O:12])[CH2:3][C:4](=[O:10])[O:5][C:6]([CH3:9])([CH3:8])[CH3:7].CC(OC(OC(OC(C)(C)C)=O)=O)(C)C.C(=O)(O)[O-].[NH4+].C[N:42](C)C=O>C1(C)C=CC=CC=1.O.N1C=CC=CC=1>[NH2:42][C:11](=[O:12])[C@@H:2]([NH:1][C:14]([O:16][C:17]([CH3:20])([CH3:19])[CH3:18])=[O:15])[CH2:3][C:4]([O:5][C:6]([CH3:9])([CH3:8])[CH3:7])=[O:10] |f:2.3|. Reported procedure: 360.0 g of the starting material, N-Boc-Asp(O-t-Bu)OH, together with Boc2O (353.0 g) and ammonium bicarbonate (NH4HCO3, 123.9 g) was added to dimethylformamide (1174.6 g), and pyridine (61.0 g) was added dropwise thereto at room temperature, and the reaction mixture was then stirred for about 3 hours. Upon completion of the reaction, water (1440 ml) and toluene (1800 ml) were added to the reaction solution and stirred for 30 minutes to separate the layers. The organic layer thus obtained was dis... Reactants: Cc1cc(C)c(N)c(C)n1, Cc1nc(Cl)c([N+](=O)[O-])c(Cl)n1, CC#N. Yields the product Cc1cc(C)c(Nc2nc(C)nc(Cl)c2[N+](=O)[O-])c(C)n1. As a reaction SMILES: [CH3:13][c:14]1[n:15][c:16]([CH3:22])[cH:17][c:18]([CH3:21])[c:19]1[NH2:20].[CH3:1][c:2]1[n:3][c:4]([Cl:12])[c:5]([N+:9](=[O:10])[O-:11])[c:6]([Cl:8])[n:7]1.[CH3:23][C:24]#[N:25]>>[CH3:1][c:2]1[n:3][c:4]([Cl:12])[c:5]([N+:9](=[O:10])[O-:11])[c:6]([NH:20][c:19]2[c:14]([CH3:13])[n:15][c:16]([CH3:22])[cH:17][c:18]2[CH3:21])[n:7]1. The product is CN1CCCC1COc1cc([N+](=O)[O-])cc(C(F)(F)F)c1. Starting materials: [BH3-]C#N, C=O, CC#N, O=[N+]([O-])c1cc(OCC2CCCN2)cc(C(F)(F)F)c1, [Na+]. RXN SMILES: [C:23]([BH3-:24])#[N:25].[CH2:21]=[O:22].[CH3:27][C:28]#[N:29].[N+:1](=[O:2])([O-:3])[c:4]1[cH:5][c:6]([O:7][CH2:8][CH:9]2[NH:10][CH2:11][CH2:12][CH2:13]2)[cH:14][c:15]([C:17]([F:18])([F:19])[F:20])[cH:16]1.[Na+:26]>>[N+:1](=[O:2])([O-:3])[c:4]1[cH:5][c:6]([O:7][CH2:8][CH:9]2[N:10]([CH3:23])[CH2:11][CH2:12][CH2:13]2)[cH:14][c:15]([C:17]([F:18])([F:19])[F:20])[cH:16]1. Starting materials: CC(C)(C)[Si](Cl)(c1ccccc1)c1ccccc1, OC1CN(C(c2ccccc2)c2ccccc2)C1, CN(C)C=O, O, c1c[nH]cn1. Product: CC(C)(C)[Si](OC1CN(C(c2ccccc2)c2ccccc2)C1)(c1ccccc1)c1ccccc1. RXN SMILES: [C:24]([CH3:25])([CH3:26])([CH3:27])[Si:28]([c:29]1[cH:30][cH:31][cH:32][cH:33][cH:34]1)([c:35]1[cH:36][cH:37][cH:38][cH:39][cH:40]1)[Cl:41].[CH:1]([c:2]1[cH:3][cH:4][cH:5][cH:6][cH:7]1)([c:8]1[cH:9][cH:10][cH:11][cH:12][cH:13]1)[N:14]1[CH2:15][CH:16]([OH:18])[CH2:17]1.[O:43]=[CH:44][N:45]([CH3:46])[CH3:47].[OH2:42].[nH:19]1[cH:20][cH:21][n:22][cH:23]1>>[CH:1]([c:2]1[cH:3][cH:4][cH:5][cH:6][cH:7]1)([c:8]1[cH:9][cH:10][cH:11][cH:12][cH:13]1)[N:14]1[CH2:15][CH:16]([O:18][Si:28]([C:24]([CH3:25])([CH3:26])[CH3:27])([c:29]2[cH:30][cH:31][cH:32][cH:33][cH:34]2)[c:35]2[cH:36][cH:37][cH:38][cH:39][cH:40]2)[CH2:17]1.